Dataset: the Open Reaction Database (ORD), a public repository of structured organic reaction records. Task: describe an organic reaction: reactants, conditions, products, and yield Starting materials: C(C1=CC=CC=C1)(C1=CC=CC=C1)(C1=CC=CC=C1)NC=1SC=C(N1)/C(/C(=O)N[C@H]1[C@@H]2N(C(=C(CS2)C=CC2=NSC=C2)C(=O)OCC2=CC=C(C=C2)OC)C1=O)=N/OC(C1=CC(=C(C=C1)OC(C)=O)OC(C)=O)C(=O)OC(C1=CC=CC=C1)C1=CC=CC=C1 (p-methoxybenzyl 7β-[(Z)-2-(2-tritylamino-4-thiazolyl)-2-[[(R S)-(diphenylmethoxycarbonyl)(3,4-diacetoxyphenyl)methoxy]imino]acetamido]-3-[2-(isothiazol-3-yl)vinyl]-3-cephem-4-carboxylate), FC(C(=O)[O-])(F)F (trifluoroacetate). Run in C(Cl)Cl (methylene chloride), C1(=CC=CC=C1)OC (anisole). Product: NC=1SC=C(N1)/C(/C(=O)N[C@H]1[C@@H]2N(C(=C(CS2)C=CC2=NSC=C2)C(=O)O)C1=O)=N/OC(C1=CC(=C(C=C1)OC(C)=O)OC(C)=O)C(=O)O (7β-[(Z)-2-(2-amino-4-thiazolyl)-2-[ [(R S)-(carboxy)(3,4-diacetoxyphenyl)methoxy]imino]acetamido]-3-[2-(isothiazol-3-yl)vinyl]-3-cephem-4-carboxylic acid). Isolated yield 82.0%. Reaction SMILES: C([NH:20][C:21]1[S:22][CH:23]=[C:24](/[C:26](=[N:58]/[O:59][CH:60]([C:75]([O:77]C(C2C=CC=CC=2)C2C=CC=CC=2)=[O:76])[C:61]2[CH:66]=[CH:65][C:64]([O:67][C:68](=[O:70])[CH3:69])=[C:63]([O:71][C:72](=[O:74])[CH3:73])[CH:62]=2)/[C:27]([NH:29][C@@H:30]2[C:56](=[O:57])[N:32]3[C:33]([C:44]([O:46]CC4C=CC(OC)=CC=4)=[O:45])=[C:34]([CH:37]=[CH:38][C:39]4[CH:43]=[CH:42][S:41][N:40]=4)[CH2:35][S:36][C@H:31]23)=[O:28])[N:25]=1)(C1C=CC=CC=1)(C1C=CC=CC=1)C1C=CC=CC=1.FC(F)(F)C([O-])=O>C(Cl)Cl.C1(OC)C=CC=CC=1>[NH2:20][C:21]1[S:22][CH:23]=[C:24](/[C:26](=[N:58]/[O:59][CH:60]([C:75]([OH:77])=[O:76])[C:61]2[CH:66]=[CH:65][C:64]([O:67][C:68](=[O:70])[CH3:69])=[C:63]([O:71][C:72](=[O:74])[CH3:73])[CH:62]=2)/[C:27]([NH:29][C@@H:30]2[C:56](=[O:57])[N:32]3[C:33]([C:44]([OH:46])=[O:45])=[C:34]([CH:37]=[CH:38][C:39]4[CH:43]=[CH:42][S:41][N:40]=4)[CH2:35][S:36][C@H:31]23)=[O:28])[N:25]=1. Procedure: After 400 mg of p-methoxybenzyl 7β-[(Z)-2-(2-tritylamino-4-thiazolyl)-2-[[(R S)-(diphenylmethoxycarbonyl)(3,4-diacetoxyphenyl)methoxy]imino]acetamido]-3-[2-(isothiazol-3-yl)vinyl]-3-cephem-4-carboxylate were dissolved in 4 ml of methylene chloride and 2 ml of anisole, 8 ml of trifluoroacetate was added therein under ice-cooling, and the reaction solution was reacted for 90 min. as it was. The residue obtained by evaporating off methylene chloride and trifluoroacetate was powdered by using ethyl ... The solvent is C(C)O (ethanol). Reaction conditions: temperature 50 celsius, time 8 hour. Reported procedure: N-((3R)-1-tert-Butylcarbonylmethyl-2,3-dihydro-2-oxo-5-(2-pyridyl)-1H-1,4-benzodiazepin-3-yl)-N'-(3-dimethylaminophenyl)urea (70 g, 136.6 mmol) was taken up in ethanol (1 l) and 2.26M HCl ethanol (63.5 ml, 143.4 mmol) was added dropwise. The mixture was warmed up to 50° C. to afford a clear solution, which was seeded, cooled to 0° C. and stirred at the same temperature overnight. The resultant precipitate was collected by flirtation to provide the title compound as a white crystalline (62.4 g, 8... The product is Cl.C(C)(C)(C)C(=O)CN1C([C@@H](N=C(C2=C1C=CC=C2)C2=NC=CC=C2)NC(=O)NC2=CC(=CC=C2)N(C)C)=O (N-((3R)-1-tert-Butylcarbonylmethyl-2,3-dihydro-2-oxo-5-(2-pyridyl)-1H-1,4-benzodiazepin-3-yl)-N'-(3-dimethylaminophenyl)urea hydrochloride). The reactants are C(C)(C)(C)C(=O)CN1C([C@@H](N=C(C2=C1C=CC=C2)C2=NC=CC=C2)NC(=O)NC2=CC(=CC=C2)N(C)C)=O (N-((3R)-1-tert-Butylcarbonylmethyl-2,3-dihydro-2-oxo-5-(2-pyridyl)-1H-1,4-benzodiazepin-3-yl)-N'-(3-dimethylaminophenyl)urea), C(C)O.Cl (HCl ethanol). As a reaction SMILES: [C:1]([C:5]([CH2:7][N:8]1[C:14]2[CH:15]=[CH:16][CH:17]=[CH:18][C:13]=2[C:12]([C:19]2[CH:24]=[CH:23][CH:22]=[CH:21][N:20]=2)=[N:11][C@@H:10]([NH:25][C:26]([NH:28][C:29]2[CH:34]=[CH:33][CH:32]=[C:31]([N:35]([CH3:37])[CH3:36])[CH:30]=2)=[O:27])[C:9]1=[O:38])=[O:6])([CH3:4])([CH3:3])[CH3:2].C(O)C.[ClH:42]>C(O)C>[ClH:42].[C:1]([C:5]([CH2:7][N:8]1[C:14]2[CH:15]=[CH:16][CH:17]=[CH:18][C:13]=2[C:12]([C:19]2[CH:24]=[CH:23][CH:22]=[CH:21][N:20]=2)=[N:11][C@@H:10]([NH:25][C:26]([NH:28][C:29]2[CH:34]=[CH:33][CH:32]=[C:31]([N:35]([CH3:37])[CH3:36])[CH:30]=2)=[O:27])[C:9]1=[O:38])=[O:6])([CH3:4])([CH3:2])[CH3:3] |f:1.2,4.5|. The reactants are C1(=CC=CC=C1)S(=O)(=O)C (methyl phenyl sulphone), C(C)(C)NC(C)C (diisopropylamine), C[Li] (methyllithium), CCOCC (ether), CON(C(C1=CC(=C(C=C1)Br)C)=O)C (N-methoxy-N-methyl-4-bromo-3-methylbenzamide), C(=O)([O-])[O-].[Na+].[Na+] (Na2CO3). Run in C1CCOC1 (THF), C1CCOC1 (THF), C1CCOC1 (THF). Reaction conditions: time 15 minute. Yields the product C1(=CC=CC=C1)S(=O)(=O)CC(C1=CC(=C(C=C1)Br)C)=O ((4-Bromo-3-methylbenzoyl)methyl phenyl sulphone). The yield is 99.9%. RXN SMILES: C(NC(C)C)(C)C.C[Li].CCOCC.[C:15]1([S:21]([CH3:24])(=[O:23])=[O:22])[CH:20]=[CH:19][CH:18]=[CH:17][CH:16]=1.CON(C)[C:28](=[O:37])[C:29]1[CH:34]=[CH:33][C:32]([Br:35])=[C:31]([CH3:36])[CH:30]=1.C([O-])([O-])=O.[Na+].[Na+]>C1COCC1>[C:15]1([S:21]([CH2:24][C:28](=[O:37])[C:29]2[CH:34]=[CH:33][C:32]([Br:35])=[C:31]([CH3:36])[CH:30]=2)(=[O:23])=[O:22])[CH:20]=[CH:19][CH:18]=[CH:17][CH:16]=1 |f:5.6.7|. Procedure: A stirred solution of diisopropylamine (3.6 ml, 0.026 mole) in dry THF (60 ml) at -60° C. under argon was treated with 1.5M methyllithium in ether (15.3 ml, 0.023 mole). After 15 minutes, the solution was treated dropwise over 5 minutes with a solution of methyl phenyl sulphone (2.8 g, 0.020 mole) in dry THF (20 ml). The mixture was kept at -60° C. for a further 10 minutes, then treated with a solution of N-methoxy-N-methyl-4-bromo-3-methylbenzamide (D41, 4.4 g, 0.017 mole) in dry THF (30 ml) an... Reactants: N1=CC=C(C=C1)C=1SC=C(N1)C(=O)OCC (ethyl 2-(4-pyridyl)-4-thiazolecarboxylate), [OH-].[Na+] (sodium hydroxide). The solvent is C(C)O (ethanol). Conditions: time 2 hour. Yields the product N1=CC=C(C=C1)C=1SC=C(N1)C(=O)O (2-(4-Pyridyl)-4-thiazolecarboxylic acid). Isolated yield 95.7%. Reaction SMILES: [N:1]1[CH:6]=[CH:5][C:4]([C:7]2[S:8][CH:9]=[C:10]([C:12]([O:14]CC)=[O:13])[N:11]=2)=[CH:3][CH:2]=1.[OH-].[Na+]>C(O)C>[N:1]1[CH:6]=[CH:5][C:4]([C:7]2[S:8][CH:9]=[C:10]([C:12]([OH:14])=[O:13])[N:11]=2)=[CH:3][CH:2]=1 |f:1.2|. Reported procedure: To a solution of the obtained ethyl 2-(4-pyridyl)-4-thiazolecarboxylate (1.5 g) in ethanol (10 ml) was added 1 N sodium hydroxide solution (10 ml), and the solution was stirred at room temperature for 2 hours. The reaction solution was concentrated and the residue was dissolved in water, to which was added 1 N hydrochloric acid (10 ml). The precipitate was filtered, washed with water and dried to give the title compound (1.264 g). Reactants: O.NC1=NC(=NC(=C1)O)S (4-Amino-6-hydroxy-2-mercaptopyrimdine monohydrate), [OH-].[Na+] (sodium hydroxide), FC1=C(CBr)C(=CC=C1)F (2,6-Difluoro-benzyl bromide). Run in C(C)O (ethanol). Reaction conditions: temperature 22 celsius. Yields the product NC1=NC(=NC(=C1)O)SCC1=C(C=CC=C1F)F (4-amino-6-hydroxy-2-(2,6-difluorophenylmethylthio)pyrimidine). As a reaction SMILES: O.[NH2:2][C:3]1[CH:8]=[C:7]([OH:9])[N:6]=[C:5]([SH:10])[N:4]=1.[OH-].[Na+].[F:13][C:14]1[CH:21]=[CH:20][CH:19]=[C:18]([F:22])[C:15]=1[CH2:16]Br>C(O)C>[NH2:2][C:3]1[CH:8]=[C:7]([OH:9])[N:6]=[C:5]([S:10][CH2:16][C:15]2[C:14]([F:13])=[CH:21][CH:20]=[CH:19][C:18]=2[F:22])[N:4]=1 |f:0.1,2.3|. Reported procedure: 4-Amino-6-hydroxy-2-mercaptopyrimdine monohydrate (1.61 g, 10.0 mmol) is suspended in 50% ethanol (10 ml), then treated with solid sodium hydroxide (440 mg, 11.0 mmol) and stirred until the solid dissolved. 2,6-Difluoro-benzyl bromide (2.17 g, 10.5 mmol) is added and the reaction heated to reflux for 1.5 hrs. After cooling to 22° C., the solid is collected, washed with water, then air dried. The title compound is recrystallized from ethanol, mp 245-246° C. Starting materials: FC(C(=O)[O-])(F)F.[Na+].CN[C@@H](C(C)C)C(=O)N[C@@H](C(C)C)C(=O)N(C)[C@H]([C@@H](CC(=O)N1[C@@H](CCC1)[C@@H]([C@H](C(=O)N[C@H](C(=O)OCC12CC3CC(CC(C1)C3)C2)CC2=CC=CC=C2)C)OC)OC)[C@H](CC)C (N-methyl-L-valyl-N-[(3R,4S,5S)-1-{(2S)-2-[(1R,2R)-3-{[(2S)-1-(adamantane-1-ylmethoxy)-1-oxo-3-phenylpropane-2-yl]amino}-1-methoxy-2-methyl-3-oxopropyl]pyrrolidin-1-yl}-3-methoxy-5-methyl-1-oxoheptan-4-yl]-N-methyl-L-valinamide sodium trifluoroacetate), FC(C(=O)[O-])(F)F.[Na+].CN[C@@H](C(C)C)C(=O)N[C@@H](C(C)C)C(=O)N(C)[C@H]([C@@H](CC(=O)N1[C@@H](CCC1)[C@@H]([C@H](C(=O)N[C@H](C(=O)OCC12CC3CC(CC(C1)C3)C2)CC2=CC=CC=C2)C)OC)OC)[C@H](CC)C (N-methyl-L-valyl-N-[(3R,4S,5S)-1-{(2S)-2-[(1R,2R)-3-{[(2S)-1-(adamantane-1-ylmethoxy)-1-oxo-3-phenylpropane-2-yl]amino}-1-methoxy-2-methyl-3-oxopropyl]pyrrolidin-1-yl}-3-methoxy-5-methyl-1-oxoheptan-4-yl]-N-methyl-L-valinamide sodium trifluoroacetate), aldehyde, solution, C(C)(C)(C)OC(C[C@H]([C@H]([C@H](CC)C)N(C)C([C@@H](NC(=O)OCC1=CC=CC=C1)C(C)C)=O)OC)=O (tert.-butyl-(3R,4S,5S)-4-[{N-[(benzyloxy)carbonyl]-L-valyl}(methyl)amino]-3-methoxy-5-methylheptanoate), Cl (hydrochloric acid), 1-dioxane water, aldehyde, C(#N)[BH3-].[Na+] (sodium cyanoborohydride), Cl (hydrochloric acid), C(#N)[BH3-].[Na+] (sodium cyanoborohydride). Reaction conditions: temperature 100 celsius, time 2 hour. The product is C(=O)(O)CCCN([C@@H](C(C)C)C(=O)N[C@@H](C(C)C)C(=O)N(C)[C@H]([C@@H](CC(=O)N1[C@@H](CCC1)[C@@H]([C@H](C(=O)N[C@H](C(=O)OCC12CC3CC(CC(C1)C3)C2)CC2=CC=CC=C2)C)OC)OC)[C@H](CC)C)C (N-(3-carboxypropyl)-N-methyl-L-valyl-N-[(3R,4S,5S)-1-{(2S)-2-[(1R,2R)-3-{[(2S)-1-(adamantane-1-ylmethoxy)-1-oxo-3-phenylpropane-2-yl]amino}-1-methoxy-2-methyl-3-oxopropyl]pyrrolidin-1-yl}-3-methoxy-5-methyl-1-oxoheptan-4-yl]-N-methyl-L-valinamide). RXN SMILES: F[C:2](F)(F)C([O-])=O.[Na+].[CH3:9][NH:10][C@H:11]([C:15]([NH:17][C@H:18]([C:22]([N:24]([C@@H:26]([C@@H:68]([CH3:71])[CH2:69][CH3:70])[C@H:27]([O:66][CH3:67])[CH2:28][C:29]([N:31]1[CH2:35][CH2:34][CH2:33][C@H:32]1[C@H:36]([O:64][CH3:65])[C@@H:37]([CH3:63])[C:38]([NH:40][C@@H:41]([CH2:56][C:57]1[CH:62]=[CH:61][CH:60]=[CH:59][CH:58]=1)[C:42]([O:44][CH2:45][C:46]12[CH2:55][CH:50]3[CH2:51][CH:52]([CH2:54][CH:48]([CH2:49]3)[CH2:47]1)[CH2:53]2)=[O:43])=[O:39])=[O:30])[CH3:25])=[O:23])[CH:19]([CH3:21])[CH3:20])=[O:16])[CH:12]([CH3:14])[CH3:13].C([BH3-])#N.[Na+].Cl.C([O:81][C:82](=[O:111])[CH2:83][C@@H:84](OC)[C@@H](N(C(=O)[C@H](C(C)C)NC(OCC1C=CC=CC=1)=O)C)[C@@H](C)CC)(C)(C)C>>[C:82]([CH2:83][CH2:84][CH2:9][N:10]([CH3:2])[C@H:11]([C:15]([NH:17][C@H:18]([C:22]([N:24]([C@@H:26]([C@@H:68]([CH3:71])[CH2:69][CH3:70])[C@H:27]([O:66][CH3:67])[CH2:28][C:29]([N:31]1[CH2:35][CH2:34][CH2:33][C@H:32]1[C@H:36]([O:64][CH3:65])[C@@H:37]([CH3:63])[C:38]([NH:40][C@@H:41]([CH2:56][C:57]1[CH:58]=[CH:59][CH:60]=[CH:61][CH:62]=1)[C:42]([O:44][CH2:45][C:46]12[CH2:47][CH:48]3[CH2:54][CH:52]([CH2:51][CH:50]([CH2:49]3)[CH2:55]1)[CH2:53]2)=[O:43])=[O:39])=[O:30])[CH3:25])=[O:23])[CH:19]([CH3:20])[CH3:21])=[O:16])[CH:12]([CH3:14])[CH3:13])([OH:111])=[O:81] |f:0.1.2,3.4|. Procedure: 26 mg (26 μmol) of N-methyl-L-valyl-N-[(3R,4S,5S)-1-{(2S)-2-[(1R,2R)-3-{[(2S)-1-(adamantane-1-ylmethoxy)-1-oxo-3-phenylpropane-2-yl]amino}-1-methoxy-2-methyl-3-oxopropyl]pyrrolidin-1-yl}-3-methoxy-5-methyl-1-oxoheptan-4-yl]-N-methyl-L-valinamide sodium trifluoroacetate (intermediate 29) and 33.9 μl of 15% aqueous amber aldehyde acid solution (53 μmol) were dissolved in 957 μl of a 1:1-dioxane/water composition and heated for 1 hour at a temperature of 100° C. After a short cooling period 1.81 mg...